Dataset: the Open Reaction Database (ORD), a public repository of structured organic reaction records. Task: describe an organic reaction: reactants, conditions, products, and yield Reactants: ClC=1C=C(C=CC1Cl)N1N=CC(=C1C#N)C(=O)OCC (ethyl 1-(3,4-dichlorophenyl)-5-cyano-4-pyrazolecarboxylate), [OH-].[K+] (potassium hydroxide), Cl (hydrochloric acid). Procedure: Fifteen g. of ethyl 1-(3,4-dichlorophenyl)-5-cyano-4-pyrazolecarboxylate was dissolved in 200 ml. of ethanol, and 5.6 g. of potassium hydroxide wasadded. The reaction mixture was stirred under reflux for 1 hour, and was then poured over a large amount of ice and made acid with concentrated hydrochloric acid. The mixture was filtered, and the solids were found by nuclear magnetic resonance analysis to consist of the partially hydrolyzed4-carboxy-5-cyanopyrazole. A 2 g. portion of that intermediat... As a reaction SMILES: [Cl:1][C:2]1[CH:3]=[C:4]([N:9]2[C:13]([C:14]#[N:15])=[C:12]([C:16]([O:18]CC)=[O:17])[CH:11]=[N:10]2)[CH:5]=[CH:6][C:7]=1[Cl:8].[OH-:21].[K+].Cl>C(O)C>[C:16]([C:12]1[CH:11]=[N:10][N:9]([C:4]2[CH:5]=[CH:6][C:7]([Cl:8])=[C:2]([Cl:1])[CH:3]=2)[C:13]=1[C:14]([NH2:15])=[O:21])([OH:18])=[O:17] |f:1.2|. The solvent is C(C)O (ethanol). Product: C(=O)(O)C=1C=NN(C1C(=O)N)C1=CC(=C(C=C1)Cl)Cl (4-Carboxy-1-(3,4-dichlorophenyl)-5-pyrazolecarboxamide). Starting materials: C(C)(C)(C)OC(CCNS(=O)(=O)C1=CC(=CC=C1)C(=O)N1CCC2(CN\C(\N2)=N/C(=O)C2=NC(=C(N=C2N)N)Cl)CC1)=O (3-(3-{2-[(E)-3,5-Diamino-6-chloro-pyrazine-2-carbonylimino]-1,3,8-triaza-spiro[4.5]decane-8-carbonyl}-benzenesulfonylamino)-propionic acid tert-butyl ester), CCCC(C)C (Iso-hexane). Solvent: Cl (HCl), O1CCOCC1 (dioxane). Yields the product NC=1C(=NC(=C(N1)N)Cl)C(=O)\N=C/1\NC2(CN1)CCN(CC2)C(=O)C=2C=C(C=CC2)S(=O)(=O)NCCC(=O)O (3-(3-{2-[(E)-3,5-Diamino-6-chloro-pyrazine-2-carbonylimino]-1,3,8-triaza-spiro[4.5]decane-8-carbonyl}-benzenesulfonylamino)-propionic acid). As a reaction SMILES: C([O:5][C:6](=[O:43])[CH2:7][CH2:8][NH:9][S:10]([C:13]1[CH:18]=[CH:17][CH:16]=[C:15]([C:19]([N:21]2[CH2:42][CH2:41][C:24]3([NH:28]/[C:27](=[N:29]/[C:30]([C:32]4[C:37]([NH2:38])=[N:36][C:35]([NH2:39])=[C:34]([Cl:40])[N:33]=4)=[O:31])/[NH:26][CH2:25]3)[CH2:23][CH2:22]2)=[O:20])[CH:14]=1)(=[O:12])=[O:11])(C)(C)C.CCCC(C)C>Cl.O1CCOCC1>[NH2:38][C:37]1[C:32]([C:30](/[N:29]=[C:27]2/[NH:28][C:24]3([CH2:41][CH2:42][N:21]([C:19]([C:15]4[CH:14]=[C:13]([S:10]([NH:9][CH2:8][CH2:7][C:6]([OH:43])=[O:5])(=[O:11])=[O:12])[CH:18]=[CH:17][CH:16]=4)=[O:20])[CH2:22][CH2:23]3)[CH2:25][NH:26]/2)=[O:31])=[N:33][C:34]([Cl:40])=[C:35]([NH2:39])[N:36]=1. Procedure details: A solution of 3-(3-{2-[(E)-3,5-diamino-6-chloro-pyrazine-2-carbonylimino]-1,3,8-triaza-spiro[4.5]decane-8-carbonyl}-benzenesulfonylamino)-propionic acid tert-butyl ester (step 1) (900 mg, 1.415 mmol) in 4N HCl in dioxane (10 ml) was stirred for 16 h at RT. Iso-hexane (10 ml) was added to the reaction mixture and resulting suspension was sonicated for 1 hour at RT. The solvent was decanted off and the solids washed with iso-hexane (10×25 ml). The resulting pale yellow crystals were dried under va...